Dataset: the Open Reaction Database (ORD), a public repository of structured organic reaction records. Task: describe an organic reaction: reactants, conditions, products, and yield Starting materials: CC(C)(C)OC(=O)C=Cc1ccc(O)cc1CN1C(=O)c2ccccc2C1=O, CCOC(C)=O, [H][H]. Yields the product CC(C)(C)OC(=O)CCc1ccc(O)cc1CN1C(=O)c2ccccc2C1=O. As a reaction SMILES: [C:1]([CH3:2])([CH3:3])([CH3:4])[O:5][C:6]([CH:7]=[CH:8][c:9]1[c:10]([CH2:16][N:17]2[C:18](=[O:27])[c:19]3[cH:20][cH:21][cH:22][cH:23][c:24]3[C:25]2=[O:26])[cH:11][c:12]([OH:15])[cH:13][cH:14]1)=[O:28].[CH3:31][CH2:32][O:33][C:34](=[O:35])[CH3:36].[H:29][H:30]>>[C:1]([CH3:2])([CH3:3])([CH3:4])[O:5][C:6]([CH2:7][CH2:8][c:9]1[c:10]([CH2:16][N:17]2[C:18](=[O:27])[c:19]3[cH:20][cH:21][cH:22][cH:23][c:24]3[C:25]2=[O:26])[cH:11][c:12]([OH:15])[cH:13][cH:14]1)=[O:28]. Reactants: CN(CCCOC1=CC=C(C=C1)C1=CN=C(S1)NC1=CC=CC=C1)C ({5-[4-(3-dimethylamino-propoxy)-phenyl]-thiazol-2-yl}-phenyl-amine), BrC=1C=C(C=CC1)C1=CN=C(S1)NC1=CC=C(C=C1)O (4-[5-(3-bromo-phenyl)-thiazol-2-ylamino]-phenol), Cl.ClCCN(CC)CC ((2-chloroethyl)-diethylamine hydrochloride). Reaction conditions: temperature 70 celsius, time 30 minute. Product: BrC=1C=C(C=CC1)C1=CN=C(S1)NC1=CC=C(C=C1)OCCN(CC)CC ([5-(3-Bromo-phenyl)-thiazol-2-yl]-[4-(2-diethylamino-ethoxy)-phenyl]-amine). As a reaction SMILES: CN(C)CCCOC1C=CC(C2SC(NC3C=CC=CC=3)=NC=2)=CC=1.[Br:26][C:27]1[CH:28]=[C:29]([C:33]2[S:37][C:36]([NH:38][C:39]3[CH:44]=[CH:43][C:42]([OH:45])=[CH:41][CH:40]=3)=[N:35][CH:34]=2)[CH:30]=[CH:31][CH:32]=1.Cl.Cl[CH2:48][CH2:49][N:50]([CH2:53][CH3:54])[CH2:51][CH3:52]>>[Br:26][C:27]1[CH:28]=[C:29]([C:33]2[S:37][C:36]([NH:38][C:39]3[CH:44]=[CH:43][C:42]([O:45][CH2:48][CH2:49][N:50]([CH2:53][CH3:54])[CH2:51][CH3:52])=[CH:41][CH:40]=3)=[N:35][CH:34]=2)[CH:30]=[CH:31][CH:32]=1 |f:2.3|. Procedure: The title compound is prepared as described in Example 8 for {5-[4-(3-dimethylamino-propoxy)-phenyl]-thiazol-2-yl}-phenyl-amine but starting from 4-[5-(3-bromo-phenyl)-thiazol-2-ylamino]-phenol and using (2-chloroethyl)-diethylamine hydrochloride. After stirring the reaction mixture for 30 min at 70° C., purification of the crude material by silica gel column chromatography (CH2Cl2/MeOH, 95/5 then 90/10) affords the title compound: ES-MS: 447.9 [M+2]+; single peak at tR=3.77 min (System 2); Rf=0... The reactants are solution, [OH-].[Na+] (sodium hydroxide), COC(=O)C1(C2CCC(C1)O2)NC(C2=CC(=C(C=C2)OC)OCCC=2C=C(C=CC2)C)=O (2-[4-methoxy-3-(2-m-tolyl-ethoxy)-benzoylamino]-7-oxa-bicyclo[2.2.1]heptane-2-carboxylic acid methyl ester), solution, [OH-].[Na+] (sodium hydroxide). The product is COC1=C(C=C(C(=O)NC2(C3CCC(C2)O3)C(=O)O)C=C1)OCCC=1C=C(C=CC1)C (2-[4-methoxy-3-(2-m-tolyl-ethoxy)-benzoylamino]-7-oxa-bicyclo[2.2.1]heptane-2-carboxylic acid). Conditions: temperature 40 celsius, time 5 hour. Run in O (water), O (water), CO (methanol), O (water). Procedure details: 630 mg of 2-[4-methoxy-3-(2-m-tolyl-ethoxy)-benzoylamino]-7-oxa-bicyclo[2.2.1]heptane-2-carboxylic acid methyl ester was dissolved in 10 ml of methanol, and 2.2 ml of a 1 N solution of sodium hydroxide in water were added at room temperature. The mixture was stirred at 40° C. for 5 h, then another 1.1 ml of a 1 N solution of sodium hydroxide in water were added and the mixture stirred at 40° C. for another 4 h. The mixture was then diluted with 40 ml of water, the methanol was evaporated, the pH... Isolated yield 65.6%. As a reaction SMILES: C[O:2][C:3]([C:5]1([NH:12][C:13](=[O:32])[C:14]2[CH:19]=[CH:18][C:17]([O:20][CH3:21])=[C:16]([O:22][CH2:23][CH2:24][C:25]3[CH:26]=[C:27]([CH3:31])[CH:28]=[CH:29][CH:30]=3)[CH:15]=2)[CH2:10][CH:9]2[O:11][CH:6]1[CH2:7][CH2:8]2)=[O:4].[OH-].[Na+]>CO.O>[CH3:21][O:20][C:17]1[CH:18]=[CH:19][C:14]([C:13]([NH:12][C:5]2([C:3]([OH:4])=[O:2])[CH2:10][CH:9]3[O:11][CH:6]2[CH2:7][CH2:8]3)=[O:32])=[CH:15][C:16]=1[O:22][CH2:23][CH2:24][C:25]1[CH:26]=[C:27]([CH3:31])[CH:28]=[CH:29][CH:30]=1 |f:1.2|. Reactants: ClCCl, COc1cc(Cl)cc(OC)c1OC. Product: COc1cc(Cl)cc(OC)c1O. Reaction SMILES: [Cl:14][CH2:15][Cl:16].[Cl:1][c:2]1[cH:3][c:4]([O:12][CH3:13])[c:5]([O:10][CH3:11])[c:6]([O:8][CH3:9])[cH:7]1>>[Cl:1][c:2]1[cH:3][c:4]([O:12][CH3:13])[c:5]([OH:10])[c:6]([O:8][CH3:9])[cH:7]1. Starting materials: C([O-])([O-])=O.[K+].[K+] (potassium carbonate), Cl.N1=CC(=CC=C1)CCl (3-picolyl chloride hydrochloride), COCN1N=C(C=C1C1=CC(=C(C(=C1)OC)OC)OC)C(=O)OCC (Ethyl 1-methoxymethyl-5-(3,4,5-trimethoxyphenyl)-pyrazole-3-carboxylate). Run in CN(C)C=O (DMF). Reaction conditions: temperature 50 celsius, time 3 hour. The product is N1=CC(=CC=C1)CN1N=C(C=C1C1=CC(=C(C(=C1)OC)OC)OC)C(=O)OCC (Ethyl 1-(3-Pyridylmethyl)-5-(3,4,5-trimethoxyphenyl)pyrazole-3-carboxylate). As a reaction SMILES: CO[CH2:3][N:4]1[C:8]([C:9]2[CH:14]=[C:13]([O:15][CH3:16])[C:12]([O:17][CH3:18])=[C:11]([O:19][CH3:20])[CH:10]=2)=[CH:7][C:6]([C:21]([O:23][CH2:24][CH3:25])=[O:22])=[N:5]1.C(=O)([O-])[O-].[K+].[K+].Cl.[N:33]1[CH:38]=[CH:37][CH:36]=[C:35](CCl)[CH:34]=1>CN(C=O)C>[N:33]1[CH:38]=[CH:37][CH:36]=[C:35]([CH2:3][N:4]2[C:8]([C:9]3[CH:10]=[C:11]([O:19][CH3:20])[C:12]([O:17][CH3:18])=[C:13]([O:15][CH3:16])[CH:14]=3)=[CH:7][C:6]([C:21]([O:23][CH2:24][CH3:25])=[O:22])=[N:5]2)[CH:34]=1 |f:1.2.3,4.5|. Procedure: Ethyl 1-methoxymethyl-5-(3,4,5-trimethoxyphenyl)-pyrazole-3-carboxylate (820 mg) was dissolved in DMF (4 mL), and to the solution potassium carbonate (325 mg) and 3-picolyl chloride hydrochloride (193 mg) were added, and the mixture was stirred at 50° C. for 3 hours. The reaction mixture was concentrated under reduced pressure, and the residue was diluted with ethyl acetate, washed with water and saturated brine and dried over anhydrous sodium sulfate. After concentrating the diluted residue, th... Reactants: CCOC(=O)c1c(NC(=O)C2C(C)(C)C2(C)C)sc2c1CCCC2, COCCN. The product is COCCNC(=O)c1c(NC(=O)C2C(C)(C)C2(C)C)sc2c1CCCC2. RXN SMILES: [CH3:1][C:2]1([CH3:24])[CH:3]([C:7](=[O:8])[NH:9][c:10]2[s:11][c:12]3[c:13]([c:14]2[C:15](=[O:16])[O:17][CH2:18][CH3:19])[CH2:20][CH2:21][CH2:22][CH2:23]3)[C:4]1([CH3:5])[CH3:6].[CH3:25][O:26][CH2:27][CH2:28][NH2:29]>>[CH3:1][C:2]1([CH3:24])[CH:3]([C:7](=[O:8])[NH:9][c:10]2[s:11][c:12]3[c:13]([c:14]2[C:15](=[O:16])[NH:29][CH2:28][CH2:27][O:26][CH3:25])[CH2:20][CH2:21][CH2:22][CH2:23]3)[C:4]1([CH3:5])[CH3:6]. The reactants are [Al+3], ClCCl, COC(=O)c1cc(SC)cn1C, [Cl-], [Cl-], [Cl-], O=C(Cl)c1ccc(Cl)cc1. Yields the product COC(=O)c1cc(SC)c(C(=O)c2ccc(Cl)cc2)n1C. As a reaction SMILES: [Al+3:12].[CH2:27]([Cl:28])[Cl:29].[CH3:15][O:16][C:17](=[O:18])[c:19]1[n:20]([CH3:26])[cH:21][c:22]([S:24][CH3:25])[cH:23]1.[Cl-:11].[Cl-:13].[Cl-:14].[Cl:1][c:2]1[cH:3][cH:4][c:5]([C:6](=[O:7])[Cl:8])[cH:9][cH:10]1>>[Cl:1][c:2]1[cH:3][cH:4][c:5]([C:6](=[O:7])[c:21]2[n:20]([CH3:26])[c:19]([C:17]([O:16][CH3:15])=[O:18])[cH:23][c:22]2[S:24][CH3:25])[cH:9][cH:10]1.